This data is from the Open Reaction Database (ORD), a public repository of structured organic reaction records. The task is: describe an organic reaction: reactants, conditions, products, and yield The reactants are C(C(C)C)N(C)CC=1C=C(C(=O)OC)C=C(C1)C (methyl 3-{[isobutyl(methyl)amino]methyl}-5-methylbenzoate), O (water), [OH-].[Li+] (lithium hydroxide). Run in CO (methanol), O1CCCC1 (tetrahydrofuran). Run at time 2 hour. Product: C(C(C)C)N(C)CC=1C=C(C(=O)O)C=C(C1)C (3-{[Isobutyl(methyl)amino]methyl}-5-methylbenzoic acid). As a reaction SMILES: [CH2:1]([N:5]([CH2:7][C:8]1[CH:9]=[C:10]([CH:15]=[C:16]([CH3:18])[CH:17]=1)[C:11]([O:13]C)=[O:12])[CH3:6])[CH:2]([CH3:4])[CH3:3].O.[OH-].[Li+]>CO.O1CCCC1>[CH2:1]([N:5]([CH2:7][C:8]1[CH:9]=[C:10]([CH:15]=[C:16]([CH3:18])[CH:17]=1)[C:11]([OH:13])=[O:12])[CH3:6])[CH:2]([CH3:4])[CH3:3] |f:2.3|. Reported procedure: To a stirred solution of methyl 3-{[isobutyl(methyl)amino]methyl}-5-methylbenzoate (120 mg, 0.48 mmol) in methanol (2 mL), tetrahydrofuran (1 mL), and water (1 mL) is added lithium hydroxide (200 mg, 4.8 mmol), and the reaction mixture stirred at room temperature for 2 h. The reaction mixture is concentrated under reduced pressure, dissolved in methylene chloride, filtered, and the filtrate concentrated under reduced pressure to provide the title compound. ESI MS m/z 236 [M+H]+. Starting materials: COC(=O)c1ccc(CBr)nc1, CNC, C1CCOC1, O. Yields the product COC(=O)c1ccc(CN(C)C)nc1. As a reaction SMILES: [Br:1][CH2:2][c:3]1[n:4][cH:5][c:6]([C:7](=[O:8])[O:9][CH3:10])[cH:11][cH:12]1.[CH3:13][NH:14][CH3:15].[O:17]1[CH2:18][CH2:19][CH2:20][CH2:21]1.[OH2:16]>>[CH2:2]([c:3]1[n:4][cH:5][c:6]([C:7](=[O:8])[O:9][CH3:10])[cH:11][cH:12]1)[N:14]([CH3:13])[CH3:15]. Starting materials: ClCCl (dichloromethane), C(C(=O)Cl)(=O)Cl (oxalyl chloride), CS(=O)C (DMSO), ClCCl (dichloromethane), CC1=NOC(=C1C(C)O)C1=CC=CC=C1 (1-(3-Methyl-5-phenyl-isoxazol-4-yl)-ethanol). Run in [Cl-].[Na+].O (brine), C(C)(=O)OCC (ethyl acetate), C(C)N(CC)CC (triethylamine). Conditions: temperature -78 celsius, time 15 minute. The product is CC1=NOC(=C1C(C)=O)C1=CC=CC=C1 (1-(3-Methyl-5-phenyl-isoxazol-4-yl)-ethanone). Isolated yield 94.0%. As a reaction SMILES: ClCCl.C(Cl)(=O)C(Cl)=O.CS(C)=O.[CH3:14][C:15]1[C:19]([CH:20]([OH:22])[CH3:21])=[C:18]([C:23]2[CH:28]=[CH:27][CH:26]=[CH:25][CH:24]=2)[O:17][N:16]=1>[Cl-].[Na+].O.C(OCC)(=O)C.C(N(CC)CC)C>[CH3:14][C:15]1[C:19]([C:20](=[O:22])[CH3:21])=[C:18]([C:23]2[CH:28]=[CH:27][CH:26]=[CH:25][CH:24]=2)[O:17][N:16]=1 |f:4.5.6|. Procedure: To a dichloromethane solution of oxalyl chloride was added DMSO at −78° C., the mixture was stirred at −78° C. for 15 min and followed by addition of a dichloromethane solution of compound the above Compound 26. The reaction mixture was stirred for 30 min at −78° C., then triethylamine was added, after which the reaction mixture was allowed to warm to room temperature gradually. To the reaction mixture was added ethyl acetate and brine. The organic phase was dried over magnesium sulfate, and the...